Dataset: the Open Reaction Database (ORD), a public repository of structured organic reaction records. Task: describe an organic reaction: reactants, conditions, products, and yield The reactants are BrC=1C=CC=C2CCC(CC12)=O (8-bromo-2-tetralone), BrN1C(CCC1=O)=O (N-bromosuccinimide). Run in C(Cl)(Cl)(Cl)Cl (carbon tetrachloride). The product is BrC=1C=CC=C2C=CC(=CC12)O (8-bromo-2-naphthol). Isolated yield 207.1%. As a reaction SMILES: [Br:1][C:2]1[CH:3]=[CH:4][CH:5]=[C:6]2[C:11]=1[CH2:10][C:9](=[O:12])[CH2:8][CH2:7]2.BrN1C(=O)CCC1=O>C(Cl)(Cl)(Cl)Cl>[Br:1][C:2]1[CH:3]=[CH:4][CH:5]=[C:6]2[C:11]=1[CH:10]=[C:9]([OH:12])[CH:8]=[CH:7]2. Reported procedure: In two side by side reactions, 8-bromo-2-tetralone (7.0 g, 31.25 mmol) and N-bromosuccinimide (5.84 g, 32.8 mmol) were combined in carbon tetrachloride and refluxed 45 min. The reactions were cooled, filtered through diatomaceous earth (Celite™), and combined for workup. The organic solution was washed with saturated aqueous sodium bicarbonate and brine followed by drying through phase separating filter paper (1PS) and concentrated to give 14.44 g (104% crude) of 8-bromo-2-naphthol as a brown so... Reactants: C1(=CC=CC=C1)C(OC1CCN(CC1)CCCN)C1=CC=CC=C1 (4-(diphenylmethoxy)-1-piperidinepropanamine), ClC=1C=CC=2N(N1)C(=NN2)C(=O)OCC (ethyl 6-chloro[1,2,4]triazolo[4,3-b]pyridazine-3-carboxylate). Run in CN(C=O)C (N,N-dimethylformamide). Run at temperature 70 celsius. The product is C1(=CC=CC=C1)C(OC1CCN(CC1)CCCNC=1C=CC=2N(N1)C(=NN2)C(=O)OCC)C2=CC=CC=C2 (Ethyl 6-[3-[4-(Diphenylmethoxy)piperidino]propylamino][1,2,4]triazolo[4,3-b]pyridazine-3-carboxylate). Yield: 26.1%. As a reaction SMILES: [C:1]1([CH:7]([C:19]2[CH:24]=[CH:23][CH:22]=[CH:21][CH:20]=2)[O:8][CH:9]2[CH2:14][CH2:13][N:12]([CH2:15][CH2:16][CH2:17][NH2:18])[CH2:11][CH2:10]2)[CH:6]=[CH:5][CH:4]=[CH:3][CH:2]=1.Cl[C:26]1[CH:27]=[CH:28][C:29]2[N:30]([C:32]([C:35]([O:37][CH2:38][CH3:39])=[O:36])=[N:33][N:34]=2)[N:31]=1>CN(C)C=O>[C:19]1([CH:7]([C:1]2[CH:2]=[CH:3][CH:4]=[CH:5][CH:6]=2)[O:8][CH:9]2[CH2:14][CH2:13][N:12]([CH2:15][CH2:16][CH2:17][NH:18][C:26]3[CH:27]=[CH:28][C:29]4[N:30]([C:32]([C:35]([O:37][CH2:38][CH3:39])=[O:36])=[N:33][N:34]=4)[N:31]=3)[CH2:11][CH2:10]2)[CH:24]=[CH:23][CH:22]=[CH:21][CH:20]=1. Procedure: 5.15 g of 4-(diphenylmethoxy)-1-piperidinepropanamine and 3.6 g of ethyl 6-chloro[1,2,4]triazolo[4,3-b]pyridazine-3-carboxylate were dissolved in 70 ml of N,N-dimethylformamide; 5.48 ml of N-ethyldiisdpropylamine was added, followed by stirring under heating at an external temperature of 70° C. for 4 hours. After cooling, cold saline was added; the reaction mixture was extracted with tetrahydrofuran and dried over magnesium sulfate. After concentration under reduced pressure, the residue was sub... Reactants: COC(=O)C1(SCCN1C(NC1=CC(=CC(=C1)Cl)Cl)=O)CC (2-ethyl-3-(3,5-dichlorophenylcarbamoyl)thiazolidine-2-carboxylic acid methyl ester). Solvent: C[O-].[Na+].CO (sodium methylate methanol). Run at temperature 50 celsius. Yields the product C(C)C12SCCN1C(N(C2=O)C2=CC(=CC(=C2)Cl)Cl)=O (7a-ethyl-6-(3,5-dichlorophenyl)perhydroimidazo[5,1-b]thiazole-5,7-dion). The yield is 25.1%. Reaction SMILES: C[O:2][C:3]([C:5]1([CH2:21][CH3:22])[N:9]([C:10](=[O:20])[NH:11][C:12]2[CH:17]=[C:16]([Cl:18])[CH:15]=[C:14]([Cl:19])[CH:13]=2)[CH2:8][CH2:7][S:6]1)=O>C[O-].[Na+].CO>[CH2:21]([C:5]12[C:3](=[O:2])[N:11]([C:12]3[CH:17]=[C:16]([Cl:18])[CH:15]=[C:14]([Cl:19])[CH:13]=3)[C:10](=[O:20])[N:9]1[CH2:8][CH2:7][S:6]2)[CH3:22] |f:1.2.3|. Procedure details: 0.70 g of 2-ethyl-3-(3,5-dichlorophenylcarbamoyl)thiazolidine-2-carboxylic acid methyl ester was added to 20 ml of 0.1 N sodium methylate-methanol solution, heated at 50° C. for 20 minutes. The reaction mixture was cooled and filtered. The resulting filtrate was 0.16 g (yield 25%) of 7a-ethyl-6-(3,5-dichlorophenyl)perhydroimidazo[5,1-b]thiazole-5,7-dion (compound No. 7). The results of elementary analysis and a melting point were given in table 1. Reactants: C=CCOC(=O)Cl, NCc1ccc(OCC(=O)O)cc1, [Na+], [OH-], O. The product is C=CCOC(=O)NCc1ccc(OCC(=O)O)cc1. Reaction SMILES: [CH2:16]([CH:17]=[CH2:18])[O:19][C:20](=[O:21])[Cl:22].[NH2:1][CH2:2][c:3]1[cH:4][cH:5][c:6]([O:7][CH2:8][C:9](=[O:10])[OH:11])[cH:12][cH:13]1.[Na+:15].[OH-:14].[OH2:23]>>[NH:1]([CH2:2][c:3]1[cH:4][cH:5][c:6]([O:7][CH2:8][C:9](=[O:10])[OH:11])[cH:12][cH:13]1)[C:20]([O:19][CH2:16][CH:17]=[CH2:18])=[O:21]. Reactants: OC1=C(C(=O)O)C=CC(=C1O)OC (2,3-dihydroxy-4-methoxy benzoic acid), alcohol, C(CBr)Br (ethylene bromide). The solvent is O (water). Product: COC1=CC=C(C2=C1OCCO2)C(=O)O (8-methoxy-1,4-benzodioxane-5-carboxylic acid). Isolated yield 56.2%. As a reaction SMILES: [OH:1][C:2]1[C:10]([OH:11])=[C:9]([O:12][CH3:13])[CH:8]=[CH:7][C:3]=1[C:4]([OH:6])=[O:5].[CH2:14](Br)[CH2:15]Br>O>[CH3:13][O:12][C:9]1[C:10]2[O:11][CH2:14][CH2:15][O:1][C:2]=2[C:3]([C:4]([OH:6])=[O:5])=[CH:7][CH:8]=1. Procedure details: 171.5 g of 2,3-dihydroxy-4-methoxy benzoic acid, 515 cm3 of alcohol, 280 cm3 of soda lye and 175 g of ethylene bromide were introduced into a balloon blask provided with an agitator, a thermometer and an inlet pipe for nitrogen. The mixture was heated under reflux and then cooled and poured into 2.8 liters of water. The solution was filtered and treated with 85 cm3 of concentrated hydrochloric acid. The preciptate was dried off, washed and dried. After recrystallization in dimethylformamide, 110... Starting materials: methyl ester, FC1=CC=C(C(=O)OC)C=C1 (methyl 4-fluorobenzoate), N1C=NC=C1 (1H-imidazole), C([O-])([O-])=O.[K+].[K+] (potassium carbonate), Cl (hydrochloric acid). Run in O (water), [OH-].[Na+] (sodium hydroxide), CS(=O)C (dimethylsulfoxide). Conditions: time 5 hour. The product is N1(C=NC=C1)C1=CC=C(C(=O)O)C=C1 (4-(1H-Imidazol -1-yl)benzoic acid). RXN SMILES: F[C:2]1[CH:11]=[CH:10][C:5]([C:6]([O:8]C)=[O:7])=[CH:4][CH:3]=1.[NH:12]1[CH:16]=[CH:15][N:14]=[CH:13]1.C(=O)([O-])[O-].[K+].[K+].Cl>CS(C)=O.[OH-].[Na+].O>[N:12]1([C:2]2[CH:11]=[CH:10][C:5]([C:6]([OH:8])=[O:7])=[CH:4][CH:3]=2)[CH:16]=[CH:15][N:14]=[CH:13]1 |f:2.3.4,7.8|. Reported procedure: Combine methyl 4-fluorobenzoate (1.52 g, 10 mmol), 1H-imidazole (0.82g, 12 mmol) and potassium carbonate (1.40 g, 10 mmol) in dimethylsulfoxide (7 mL) and heat the mixture with stirring at 120°-130° C. for 5 hours, cool, add water and acid, extract with ether. Adjust the pH of the aqueous layer to 8 with sodium carbonate, extract with ether, dry the extract with sodium sulfate and evaporate. 4-(1H-Imidazol -1-yl)benzoic acid is prepared by refluxing this methyl ester (0.61 g, 3 mmol) in 5 mL of ...